From a dataset of the Open Reaction Database (ORD), a public repository of structured organic reaction records. describe an organic reaction: reactants, conditions, products, and yield Reactants: CC1(C(=N[C@]2([C@H](S1(=O)=O)CC(OC1=C2C=C(C=C1)[N+](=O)[O-])(C)C)C)N(C(OC(C)(C)C)=O)C(=O)OC(C)(C)C)C (tert-butyl N-[(4aR,11bR)-3,3,6,6,11b-pentamethyl-10-nitro-4,4-dioxo-4a,5-dihydro-[1]benzoxepino[4,5-b][1,4]thiazin-2-yl]-N-tert-butoxycarbonyl-carbamate). The reagents and catalysts are [Pd] (Pd/C). Run in CCOC(=O)C (EtOAc), CO (MeOH). Reaction conditions: time 16 hour. Product: NC=1C=CC2=C(C1)[C@@]1([C@H](S(C(C(=N1)N(C(OC(C)(C)C)=O)C(=O)OC(C)(C)C)(C)C)(=O)=O)CC(O2)(C)C)C (tert-butyl N-[(4aR,11bR)-10-amino-3,3,6,6,11b-pentamethyl-4,4-dioxo-4a,5-dihydro-[1]benzoxepino[4,5-b][1,4]thiazin-2-yl]-N-tert-butoxycarbonyl-carbamate). The yield is 100.0%. RXN SMILES: [CH3:1][C:2]1([CH3:40])[S:7](=[O:9])(=[O:8])[C@@H:6]2[CH2:10][C:11]([CH3:23])([CH3:22])[O:12][C:13]3[CH:18]=[CH:17][C:16]([N+:19]([O-])=O)=[CH:15][C:14]=3[C@@:5]2([CH3:24])[N:4]=[C:3]1[N:25]([C:33]([O:35][C:36]([CH3:39])([CH3:38])[CH3:37])=[O:34])[C:26](=[O:32])[O:27][C:28]([CH3:31])([CH3:30])[CH3:29]>CCOC(C)=O.CO.[Pd]>[NH2:19][C:16]1[CH:17]=[CH:18][C:13]2[O:12][C:11]([CH3:23])([CH3:22])[CH2:10][C@H:6]3[S:7](=[O:8])(=[O:9])[C:2]([CH3:40])([CH3:1])[C:3]([N:25]([C:26]([O:27][C:28]([CH3:29])([CH3:30])[CH3:31])=[O:32])[C:33](=[O:34])[O:35][C:36]([CH3:37])([CH3:38])[CH3:39])=[N:4][C@:5]3([CH3:24])[C:14]=2[CH:15]=1. Reported procedure: A mixture of tert-butyl N-[(4aR,11bR)-3,3,6,6,11b-pentamethyl-10-nitro-4,4-dioxo-4a,5-dihydro-[1]benzoxepino[4,5-b][1,4]thiazin-2-yl]-N-tert-butoxycarbonyl-carbamate (105 mg, 0.180 mmol) and 10% Pd/C (58 mg, 0.054 mmol) in EtOAc (1.1 mL) and MeOH (1.1 mL) was stirred under hydrogen atmosphere for 16 hours. The mixture was passed through a celite cake and rinsed with ethyl acetate and ethanol. The filtrate was concentrated in vacuo to afford the title compound (99 mg, 0.180 mmol, 100% yield) as a... Starting materials: OCCN1CCOCC1 (N-(2-hydroxyethyl)morpholine), O=CC1=CC(OC)=C(O)C=C1 (vanillin). Product: COC=1C=C(C=O)C=CC1OCCN1CCOCC1 (3-Methoxy-4-(2-morpholin-4-yl-ethoxy)-benzaldehyde). RXN SMILES: [OH:1][CH2:2][CH2:3][N:4]1[CH2:9][CH2:8][O:7][CH2:6][CH2:5]1.[O:10]=[CH:11][C:12]1[CH:20]=[CH:19][C:17](O)=[C:14]([O:15][CH3:16])[CH:13]=1>>[CH3:16][O:15][C:14]1[CH:13]=[C:12]([CH:20]=[CH:19][C:17]=1[O:1][CH2:2][CH2:3][N:4]1[CH2:9][CH2:8][O:7][CH2:6][CH2:5]1)[CH:11]=[O:10]. Reported procedure: 3-Methoxy-4-(2-morpholin-4-yl-ethoxy)-benzaldehyde was prepared from N-(2-hydroxyethyl)morpholine (Aldrich) and vanillin (Aldrich) by method H above. The reactants are O (water), C(C)(C)C(C1=CC(OC)=C(OC)C=C1)C#N (α-isopropyl-veratryl cyanide), COCCC#N (3-methoxypropionitrile), solution, C[O-].[Na+] (sodium methylate). Solvent: CN(C=O)C (dimethylformamide). Reaction conditions: temperature 85 celsius. Yields the product COC=1C=C(C=CC1OC)C(CCC#N)(C(C)C)C#N (4-(3,4-dimethoxyphenyl)-4-cyano-5- methylcapronitrile). RXN SMILES: [CH:1]([CH:4]([C:15]#[N:16])[C:5]1[CH:14]=[CH:13][C:10]([O:11][CH3:12])=[C:7]([O:8][CH3:9])[CH:6]=1)([CH3:3])[CH3:2].CO[CH2:19][CH2:20][C:21]#[N:22].C[O-].[Na+].O>CN(C)C=O>[CH3:9][O:8][C:7]1[CH:6]=[C:5]([C:4]([C:15]#[N:16])([CH:1]([CH3:3])[CH3:2])[CH2:19][CH2:20][C:21]#[N:22])[CH:14]=[CH:13][C:10]=1[O:11][CH3:12] |f:2.3|. Procedure details: 438.4 g (2 mol) of α-isopropyl-veratryl cyanide and 204.2 g (2.4 mol) of 3-methoxypropionitrile are dissolved in 400 ml of dimethylformamide, 36 ml of a 5.5 molar solution of sodium methylate are added, and the mixture is heated to 85° C. for 1/2 hour. After cooling, water is added to the reaction mixture and the reaction product separates by crystallisation. Recrystallised from methanol/water, the product melts at 97° C. Reactants: CCOC(=O)CC#N, CC(=O)[O-], CC(=O)O, Cc1ccccc1, [NH4+], O=C1CCCCC1c1cccc2ccccc12. Product: Oc1cccc2ccccc12. RXN SMILES: [C:18]([CH2:19][C:20]([O:21][CH2:23][CH3:24])=[O:22])#[N:25].[CH3:27][C:28](=[O:29])[O-:30].[CH3:31][C:32](=[O:33])[OH:34].[CH3:35][c:36]1[cH:37][cH:38][cH:39][cH:40][cH:41]1.[NH4+:26].[c:1]1([CH:11]2[CH2:12][CH2:13][CH2:14][CH2:15][C:16]2=[O:17])[cH:2][cH:3][cH:4][c:5]2[cH:6][cH:7][cH:8][cH:9][c:10]12>>[c:1]1([OH:22])[cH:2][cH:3][cH:4][c:5]2[cH:6][cH:7][cH:8][cH:9][c:10]12.